From a dataset of the Open Reaction Database (ORD), a public repository of structured organic reaction records. describe an organic reaction: reactants, conditions, products, and yield Starting materials: IC1=CC=CC=C1 (iodobenzene), ClC1=CC=C(C=C1)B(O)O (4-chlorophenylboronic acid), C([O-])([O-])=O.[K+].[K+] (potassium carbonate). Run in C(C)O (ethanol). Conditions: temperature 80 celsius. The product is ClC1=CC=C(C=C1)C1=CC=CC=C1 (4-chlorobiphenyl). Reaction SMILES: I[C:2]1[CH:7]=[CH:6][CH:5]=[CH:4][CH:3]=1.[Cl:8][C:9]1[CH:14]=[CH:13][C:12](B(O)O)=[CH:11][CH:10]=1.C(=O)([O-])[O-].[K+].[K+]>C(O)C>[Cl:8][C:9]1[CH:14]=[CH:13][C:12]([C:2]2[CH:7]=[CH:6][CH:5]=[CH:4][CH:3]=2)=[CH:11][CH:10]=1 |f:2.3.4|. Procedure: To a solution of iodobenzene (102 mg), 4-chlorophenylboronic acid (117 mg), and potassium carbonate (138 mg) in ethanol (3 ml) was added the mesh catalyst precursor (12 mm by 14 mm) prepared in Example 3 and heated for 12 hours at 80° C. The reaction mixture was cooled to room temperature, and the mesh catalyst precursor was washed with ethanol and taken off from the mixture. The solvent was distilled away from the reaction mixture under reduced pressure. The residue was purified by column chrom... Reactants: C(C)OC(CC(=O)CCl)=O (4-chloroacetoacetic acid ethyl ester), C(C1=CC=CO1)=O (furfural), N1CCCCC1 (piperidine), C(C)(=O)O (acetic acid). The solvent is C1=CC=CC=C1 (benzene), O (water), CCOCC (ether). Conditions: time 5 hour. The product is C(C)OC(C(C(CCl)=O)=C1OC=CC1)=O (2-(2-Furylidene)-3-oxo-4-chlorobutyric acid ethyl ester). Yield: 86.8%. Reaction SMILES: [CH2:1]([O:3][C:4](=[O:10])[CH2:5][C:6]([CH2:8][Cl:9])=[O:7])[CH3:2].C(=O)[C:12]1[O:16][CH:15]=[CH:14][CH:13]=1.N1CCCCC1.C(O)(=O)C>C1C=CC=CC=1.CCOCC.O>[CH2:1]([O:3][C:4](=[O:10])[C:5](=[C:12]1[CH2:13][CH:14]=[CH:15][O:16]1)[C:6](=[O:7])[CH2:8][Cl:9])[CH3:2]. Procedure: 200 g of 4-chloroacetoacetic acid ethyl ester, 125.6 g of freshly distilled furfural, 2.6 ml of piperidine and 7 ml of glacial acetic acid were dissolved in 120 ml of benzene and the solution was boiled for 5 hours, using a water separator. 1 liter of ether was added to the cooled solution and the mixture was then extracted in each case once by shaking with saturated sodium bicarbonate solution, water, 2 M citric acid solution and again with water. After the extract had been dried over magnesium... Reactants: COC(CCS(=O)(=O)C=1C=NC=C(C1)C(CCC)NC(=O)C=1C=NN(C1C)C1=CC=C(C=C1)Cl)=O (3-[5-(1-{[1-(4-chloro-phenyl)-5-methyl-1H-pyrazole-4-carbonyl]-amino}-butyl)-pyridine-3-sulfonyl]-propionic acid methyl ester), [BH4-].[Li+] (lithium borohydride). The solvent is C1CCOC1 (THF). Reaction conditions: temperature 70 celsius. The product is OCCCS(=O)(=O)C=1C=C(C=NC1)C(CCC)NC(=O)C=1C=NN(C1C)C1=CC=C(C=C1)Cl (1-(4-chloro-phenyl)-5-methyl-1H-pyrazole-4-carboxylic acid {1-[5-(3-hydroxy-propane-1-sulfonyl)-pyridin-3-yl]-butyl}-amide). The yield is 16.3%. RXN SMILES: C[O:2][C:3](=O)[CH2:4][CH2:5][S:6]([C:9]1[CH:10]=[N:11][CH:12]=[C:13]([CH:15]([NH:19][C:20]([C:22]2[CH:23]=[N:24][N:25]([C:28]3[CH:33]=[CH:32][C:31]([Cl:34])=[CH:30][CH:29]=3)[C:26]=2[CH3:27])=[O:21])[CH2:16][CH2:17][CH3:18])[CH:14]=1)(=[O:8])=[O:7].[BH4-].[Li+]>C1COCC1>[OH:2][CH2:3][CH2:4][CH2:5][S:6]([C:9]1[CH:14]=[C:13]([CH:15]([NH:19][C:20]([C:22]2[CH:23]=[N:24][N:25]([C:28]3[CH:29]=[CH:30][C:31]([Cl:34])=[CH:32][CH:33]=3)[C:26]=2[CH3:27])=[O:21])[CH2:16][CH2:17][CH3:18])[CH:12]=[N:11][CH:10]=1)(=[O:8])=[O:7] |f:1.2|. Reported procedure: A solution of 3-[5-(1-{[1-(4-chloro-phenyl)-5-methyl-1H-pyrazole-4-carbonyl]-amino}-butyl)-pyridine-3-sulfonyl]-propionic acid methyl ester (51 mg, 0.10 mmol) in THF (2.5 mL) is treated lithium borohydride (13 mg, 0.59 mmol) and heated at 70° C. for 1 hour. After cooling to room temperature, the reaction is quenched by slow addition of 10 mL of water and extracted with EtOAc (2×25 mL). The combined organic layers are washed with brine (50 mL), dried over magnesium sulfate, filtered and concentra... The reactants are Cl (hydrochloric acid), C1=CC(=CC=C1[N+](=O)[O-])O (p-nitrophenol), O=C(C(=O)Cl)N1C(OCC1)=O (α,2-dioxo-3-oxazolidineacetyl chloride), CN(C1=CC=CC=C1)C (dimethylaniline). As a reaction SMILES: [O:1]=[C:2]([N:6]1[CH2:10][CH2:9][O:8][C:7]1=[O:11])[C:3](Cl)=[O:4].[CH:12]1[C:17]([N+:18]([O-:20])=[O:19])=[CH:16][CH:15]=[C:14]([OH:21])[CH:13]=1.CN(C)C1C=CC=CC=1.Cl>C(Cl)Cl.O>[O:1]=[C:2]([N:6]1[CH2:10][CH2:9][O:8][C:7]1=[O:11])[C:3]([O:21][C:14]1[CH:13]=[CH:12][C:17]([N+:18]([O-:20])=[O:19])=[CH:16][CH:15]=1)=[O:4]. Procedure: 3.6 g. of α,2-dioxo-3-oxazolidineacetyl chloride, from Example 1(a), dissolved in methylene chloride are added dropwise at 0° to a solution of 2.78 g. of p-nitrophenol and 2.52 g. dimethylaniline in methylene chloride. After thirty minutes, the mixture is shaken with water and dilute hydrochloric acid. The organic phase is dried, concentrated, and the precipitated product is recrystallized from toluene to yield white crystalline α,2-dioxo-3-oxazolidineacetic acid, 4-nitrophenyl ester; m.p. 159°. The product is O=C(C(=O)OC1=CC=C(C=C1)[N+](=O)[O-])N1C(OCC1)=O (α,2-dioxo-3-oxazolidineacetic acid, 4-nitrophenyl ester). Solvent: O (water), C(Cl)Cl (methylene chloride), C(Cl)Cl (methylene chloride).